This data is from the Open Reaction Database (ORD), a public repository of structured organic reaction records. The task is: describe an organic reaction: reactants, conditions, products, and yield Starting materials: Cc1nncs1, CC(=O)O, Cn1c([N+](=O)[O-])cnc1C=O, CC(=O)OC(C)=O, [Cl-], [Cl-], [Zn+2]. Yields the product Cn1c([N+](=O)[O-])cnc1C=Cc1nncs1. As a reaction SMILES: [CH3:12][c:13]1[s:14][cH:15][n:16][n:17]1.[CH3:18][C:19](=[O:20])[OH:21].[CH3:1][n:2]1[c:3]([CH:10]=[O:11])[n:4][cH:5][c:6]1[N+:7](=[O:8])[O-:9].[CH3:22][C:23]([O:24][C:25](=[O:26])[CH3:27])=[O:28].[Cl-:29].[Cl-:31].[Zn+2:30]>>[CH3:1][n:2]1[c:3]([CH:10]=[CH:12][c:13]2[s:14][cH:15][n:16][n:17]2)[n:4][cH:5][c:6]1[N+:7](=[O:8])[O-:9]. Reactants: O (water), FC=1C=CC2=C(C(NC[C@H]3[C@H]2CN(C3)C(=O)OC(C)(C)C)=O)C1 (Trans-tert-butyl 8-fluoro-6-oxo-1,3a,4,5,6,10b-hexahydrobenzo[c]pyrrolo[3,4-e]azepine-2(3H)-carboxylate), IC (iodomethane), [H-].[Na+] (NaH). Solvent: O1CCCC1 (tetrahydrofuran). Conditions: time 2 hour. Yields the product FC=1C=CC2=C(C(N(C[C@H]3[C@H]2CN(C3)C(=O)OC(C)(C)C)C)=O)C1 (Trans-tert-butyl 8-fluoro-5-methyl-6-oxo-1,3a,4,5,6,10b-hexahydrobenzo[c]pyrrolo[3,4-e]azepine-2(3H)-carboxylate). RXN SMILES: [F:1][C:2]1[CH:3]=[CH:4][C:5]2[C@@H:11]3[CH2:12][N:13]([C:15]([O:17][C:18]([CH3:21])([CH3:20])[CH3:19])=[O:16])[CH2:14][C@H:10]3[CH2:9][NH:8][C:7](=[O:22])[C:6]=2[CH:23]=1.I[CH3:25].[H-].[Na+].O>O1CCCC1>[F:1][C:2]1[CH:3]=[CH:4][C:5]2[C@@H:11]3[CH2:12][N:13]([C:15]([O:17][C:18]([CH3:19])([CH3:20])[CH3:21])=[O:16])[CH2:14][C@H:10]3[CH2:9][N:8]([CH3:25])[C:7](=[O:22])[C:6]=2[CH:23]=1 |f:2.3|. Procedure details: To a suspension of Example 224A (3.8 g, 11.9 mmol) and iodomethane (2.1 g, 15 mmol) in tetrahydrofuran (15 mL) was added NaH (0.6 g, 60%, 15 mmol) in portions at 0° C. The mixture was stirred for 2 hours and water was then added. The precipitates were collected to afford the title compound. 1H NMR (300 MHz, DMSO-d6) δ ppm 7.33 (m, 1H), 7.29 (m, 1H), 7.28 (m, 1H), 3.69 (m, 1H), 3.60 (m, 1H), 3.54 (m, 1H), 3.35 (m, 2H), 3.17 (m, 1H), 3.10 (s, 3H), 3.00 (m, 1H), 2.16 (m, 1H), and 1.43 (s, 9H). Reactants: Cl (hydrochloric acid), C(C)(C)(C)C=1N=C(SC1)C=1OC2=C(C1)C=C(C=C2)CN2C=C(C1=CC(=CC=C21)C(=O)OC)C#N (methyl 1-{[2-(4-tert-butylthiazol-2-yl)benzofuran-5-yl]methyl}-3-cyanoindole-5-carboxylate), [OH-].[Na+] (sodium hydroxide), O (water). The solvent is CO (methanol). Product: C(C)(C)(C)C=1N=C(SC1)C=1OC2=C(C1)C=C(C=C2)CN2C=C(C1=CC(=CC=C21)C(=O)O)C#N (1-{[2-(4-tert-butylthiazol-2-yl)benzofuran-5-yl]methyl}-3-cyanoindole-5-carboxylic acid). Reaction SMILES: [C:1]([C:5]1[N:6]=[C:7]([C:10]2[O:11][C:12]3[CH:18]=[CH:17][C:16]([CH2:19][N:20]4[C:28]5[C:23](=[CH:24][C:25]([C:29]([O:31]C)=[O:30])=[CH:26][CH:27]=5)[C:22]([C:33]#[N:34])=[CH:21]4)=[CH:15][C:13]=3[CH:14]=2)[S:8][CH:9]=1)([CH3:4])([CH3:3])[CH3:2].[OH-].[Na+].O.Cl>CO>[C:1]([C:5]1[N:6]=[C:7]([C:10]2[O:11][C:12]3[CH:18]=[CH:17][C:16]([CH2:19][N:20]4[C:28]5[C:23](=[CH:24][C:25]([C:29]([OH:31])=[O:30])=[CH:26][CH:27]=5)[C:22]([C:33]#[N:34])=[CH:21]4)=[CH:15][C:13]=3[CH:14]=2)[S:8][CH:9]=1)([CH3:4])([CH3:2])[CH3:3] |f:1.2|. Reported procedure: A mixture of methyl 1-{[2-(4-tert-butylthiazol-2-yl)benzofuran-5-yl]methyl}-3-cyanoindole-5-carboxylate (1.09 g) and sodium hydroxide (1.5 g) in a mixed solvent of water (15 ml) and methanol (30 ml) was stirred under reflux for 2 hours. After cooling, the mixture was made acidic with diluted hydrochloric acid, and the resulting precipitates were collected by filtration and washed with water to give 1-{[2-(4-tert-butylthiazol-2-yl)benzofuran-5-yl]methyl}-3-cyanoindole-5-carboxylic acid. Borane-me... Reactants: C(=O)([O-])[O-].[K+].[K+] (K2CO3), Cl (hydrochloric acid), CC(=CCC/C(=C/CC/C(=C/CSC[C@@H](C(=O)O)N)/C)/C)C (trans-Farnesyl-L-cysteine), C(=O)([O-])[O-].[K+].[K+] (K2CO3), C1(CCCC(=O)O1)=O (glutaric anhydride). Solvent: C1CCOC1 (THF). Conditions: temperature 5 celsius, time 3 hour. Yields the product C(=O)(O)[C@H](CSC\C=C(\CC\C=C(\CCC=C(C)C)/C)/C)NC(CCCC(=O)O)=O (5-((R)-1-carboxy-2-((2E,6E)-3,7,11-trimethyldodeca-2,6,10-trienylthio)ethylamino)-5-oxopentanoic acid). As a reaction SMILES: [CH3:1][C:2]([CH3:22])=[CH:3][CH2:4][CH2:5]/[C:6](/[CH3:21])=[CH:7]/[CH2:8][CH2:9]/[C:10](/[CH3:20])=[CH:11]/[CH2:12][S:13][CH2:14][C@H:15]([NH2:19])[C:16]([OH:18])=[O:17].C([O-])([O-])=O.[K+].[K+].[C:29]1(=[O:36])[O:35][C:33](=[O:34])[CH2:32][CH2:31][CH2:30]1.Cl>C1COCC1>[C:16]([C@@H:15]([NH:19][C:29](=[O:36])[CH2:30][CH2:31][CH2:32][C:33]([OH:35])=[O:34])[CH2:14][S:13][CH2:12]/[CH:11]=[C:10](\[CH3:20])/[CH2:9][CH2:8]/[CH:7]=[C:6](\[CH3:21])/[CH2:5][CH2:4][CH:3]=[C:2]([CH3:22])[CH3:1])([OH:18])=[O:17] |f:1.2.3|. Reported procedure: S-trans, trans-Farnesyl-L-cysteine (500 mg, 1.54 mmol) was dissolved in mixture of THF (6 mL) and first portion of K2CO3 (3 mmol) and the resulting solution was cooled to 5° C. with vigorous stirring. To this stirred solution glutaric anhydride (263 mg, 2.30 mmol) was added slowly while maintaining the pH at 9.0-9.5 with another portion of K2CO3 (3 mmol). The mixture was stirred at RT for 3 h, TLC showed completion of the reaction. The pH of the reaction mixture then adjusted to 2.0 by the addit... The reactants are N#Cc1ccc(COc2ccc(-c3cccc4nc(NC(=O)C5CC5)nn34)cc2)cn1, CS(C)=O, [K+], [K+], O=C([O-])[O-], OO. Yields the product NC(=O)c1ccc(COc2ccc(-c3cccc4nc(NC(=O)C5CC5)nn34)cc2)cn1. As a reaction SMILES: [C:1](#[N:2])[c:3]1[cH:4][cH:5][c:6]([CH2:9][O:10][c:11]2[cH:12][cH:13][c:14](-[c:17]3[cH:18][cH:19][cH:20][c:21]4[n:22]3[n:23][c:24]([NH:26][C:27](=[O:28])[CH:29]3[CH2:30][CH2:31]3)[n:25]4)[cH:15][cH:16]2)[cH:7][n:8]1.[CH3:40][S:41]([CH3:42])=[O:43].[K+:32].[K+:33].[O-:34][C:35]([O-:36])=[O:37].[OH:38][OH:39]>>[C:1]([NH2:2])([c:3]1[cH:4][cH:5][c:6]([CH2:9][O:10][c:11]2[cH:12][cH:13][c:14](-[c:17]3[cH:18][cH:19][cH:20][c:21]4[n:22]3[n:23][c:24]([NH:26][C:27](=[O:28])[CH:29]3[CH2:30][CH2:31]3)[n:25]4)[cH:15][cH:16]2)[cH:7][n:8]1)=[O:34].